From a dataset of the Open Reaction Database (ORD), a public repository of structured organic reaction records. describe an organic reaction: reactants, conditions, products, and yield Starting materials: ClC=1C=C2C(N3C(C2=CC1)=NC(=N3)C)(N)C3=CC=CC=C3 (7-Chloro-2-methyl-5-phenyl-5H-[1,2,4]triazolo[5,1-a]isoindol-5-amine), C(C)(=O)O (acetic acid). The solvent is CO (methanol). Yields the product ClC=1C=CC(=C(C(=O)C2=CC=CC=C2)C1)C1=NNC(=N1)C (5-Chloro-2-(5-methyl-1H-1,2,4-triazol-3-yl)-benzophenone). As a reaction SMILES: [Cl:1][C:2]1[CH:3]=[C:4]2[C:8](=[CH:9][CH:10]=1)[C:7]1=[N:11][C:12]([CH3:14])=[N:13][N:6]1[C:5]2([C:16]1[CH:21]=[CH:20][CH:19]=[CH:18][CH:17]=1)N.C(O)(=[O:24])C>CO>[Cl:1][C:2]1[CH:10]=[CH:9][C:8]([C:7]2[N:11]=[C:12]([CH3:14])[NH:13][N:6]=2)=[C:4]([CH:3]=1)[C:5]([C:16]1[CH:21]=[CH:20][CH:19]=[CH:18][CH:17]=1)=[O:24]. Procedure details: Ten milligrams of 7-chloro-2-methyl-5-phenyl-5H-[1,2,4]triazolo-[5,1-a]-isoindol-5-amine (as prepared in Example 1) are refluxed for 10 minutes in 2 ml of 50% aqueous methanol containing a drop of acetic acid. The methanol is removed under vacuum and the aqueous residue made basic with 10% NaOH. The aqueous solution is washed with chloroform, neutralized with 10% HCl and extracted with chloroform. The chloroform solution is evaporated to dryness and the residue is recrystallized from a water-eth...